This data is from the Open Reaction Database (ORD), a public repository of structured organic reaction records. The task is: describe an organic reaction: reactants, conditions, products, and yield The reactants are C(C1=CC=CC=C1)OC1=NC(=NC=C1[N+](=O)[O-])Cl (4-(benzyloxy)-2-chloro-5-nitropyrimidine), OC[C@H](C)NC(OC(C)(C)C)=O (tert-butyl ((2S)-1-hydroxypropan-2-yl)carbamate), P(=O)([O-])([O-])[O-].[K+].[K+].[K+] (potassium phosphate), C(CC)#N (propionitrile). Run in O (water). Conditions: temperature 50 celsius, time 1 hour. The product is C(C1=CC=CC=C1)OC1=NC(=NC=C1[N+](=O)[O-])OC[C@H](C)NC(OC(C)(C)C)=O (tert-butyl ((2S)-1-((4-(benzyloxy)-5-nitropyrimidin-2-yl)oxy)propan-2-yl)carbamate). Isolated yield 16.7%. As a reaction SMILES: [CH2:1]([O:8][C:9]1[C:14]([N+:15]([O-:17])=[O:16])=[CH:13][N:12]=[C:11](Cl)[N:10]=1)[C:2]1[CH:7]=[CH:6][CH:5]=[CH:4][CH:3]=1.[OH:19][CH2:20][C@@H:21]([NH:23][C:24](=[O:30])[O:25][C:26]([CH3:29])([CH3:28])[CH3:27])[CH3:22].P([O-])([O-])([O-])=O.[K+].[K+].[K+].C(#N)CC>O>[CH2:1]([O:8][C:9]1[C:14]([N+:15]([O-:17])=[O:16])=[CH:13][N:12]=[C:11]([O:19][CH2:20][C@@H:21]([NH:23][C:24](=[O:30])[O:25][C:26]([CH3:29])([CH3:28])[CH3:27])[CH3:22])[N:10]=1)[C:2]1[CH:7]=[CH:6][CH:5]=[CH:4][CH:3]=1 |f:2.3.4.5|. Procedure details: A mixture of 4-(benzyloxy)-2-chloro-5-nitropyrimidine (670 mg), tert-butyl ((2S)-1-hydroxypropan-2-yl)carbamate (530 mg), potassium phosphate (642 mg) and propionitrile (10 mL) was stirred at 50° C. for 1 hr, and then at 100° C. for 5 hr. To the reaction mixture was added water, and the mixture was extracted with ethyl acetate. The combined organic layer were washed with saturated brine, and dried over anhydrous magnesium sulfate, and the solvent was evaporated under reduced pressure. The residu... Starting materials: C(C)(C)(C)[SiH2]OC(C=1C=C(C=CC1)C1=CC=C2C=NC(=NN21)O)(C)C (7-[3-(tert-butyl-dimethyl-silanyloxymethyl)-phenyl]-pyrrolo[2,1-f][1,2,4]triazin-2-ol), NC1=CC=C(C=C1)C1CCN(CC1)CC(=O)N (2-[4-(4-Amino-phenyl)-piperidin-1-yl]-acetamide). Yields the product C(C)(C)(C)[SiH2]OC(C=1C=C(C=CC1)C1=CC=C2C=NC(=NN21)NC2=CC=C(C=C2)C2CCN(CC2)CC(=O)N)(C)C (2-[4-(4-{7-[3-(tert-Butyl-dimethyl-silanyloxymethyl)-phenyl]-pyrrolo[2,1-f][1,2,4]triazin-2-ylamino}-phenyl)-piperidin-1-yl]-acetamide), solid. Isolated yield 54.0%. RXN SMILES: [C:1]([SiH2:5][O:6][C:7]([CH3:25])([CH3:24])[C:8]1[CH:9]=[C:10]([C:14]2[N:22]3[C:17]([CH:18]=[N:19][C:20](O)=[N:21]3)=[CH:16][CH:15]=2)[CH:11]=[CH:12][CH:13]=1)([CH3:4])([CH3:3])[CH3:2].[NH2:26][C:27]1[CH:32]=[CH:31][C:30]([CH:33]2[CH2:38][CH2:37][N:36]([CH2:39][C:40]([NH2:42])=[O:41])[CH2:35][CH2:34]2)=[CH:29][CH:28]=1>>[C:1]([SiH2:5][O:6][C:7]([CH3:25])([CH3:24])[C:8]1[CH:9]=[C:10]([C:14]2[N:22]3[C:17]([CH:18]=[N:19][C:20]([NH:26][C:27]4[CH:32]=[CH:31][C:30]([CH:33]5[CH2:34][CH2:35][N:36]([CH2:39][C:40]([NH2:42])=[O:41])[CH2:37][CH2:38]5)=[CH:29][CH:28]=4)=[N:21]3)=[CH:16][CH:15]=2)[CH:11]=[CH:12][CH:13]=1)([CH3:3])([CH3:2])[CH3:4]. Procedure details: 2-[4-(4-{7-[3-(tert-Butyl-dimethyl-silanyloxymethyl)-phenyl]-pyrrolo[2,1-f][1,2,4]triazin-2-ylamino}-phenyl)-piperidin-1-yl]-acetamide was prepared from 7-[3-(tert-butyl-dimethyl-silanyloxymethyl)-phenyl]-pyrrolo[2,1-f][1,2,4]triazin-2-ol and 2-[4-(4-Amino-phenyl)-piperidin-1-yl]-acetamide in an analogous manner to Example 1052a. Product isolated as an orange solid (104 mg, 54%). m.p.=170-173° C.; LCMS (m/e) 571 (M+H); 1H-NMR (CDCl3, 400 MHz) δ 8.70 (s, 1H), 8.07 (s, 1H), 8.03 (d, 1H, J=7.8 Hz),... Reactants: CCN(CC)Cc1ccc(C(=O)Nc2cc(NC(=O)c3ccnc(Cl)c3)ccc2C)cc1, C1COCCN1, O. Yields the product CCN(CC)Cc1ccc(C(=O)Nc2cc(NC(=O)c3ccnc(N4CCOCC4)c3)ccc2C)cc1. As a reaction SMILES: [CH2:1]([CH3:2])[N:3]([CH2:4][CH3:5])[CH2:6][c:7]1[cH:8][cH:9][c:10]([C:11](=[O:12])[NH:13][c:14]2[cH:15][c:16]([NH:21][C:22](=[O:23])[c:24]3[cH:25][c:26]([Cl:30])[n:27][cH:28][cH:29]3)[cH:17][cH:18][c:19]2[CH3:20])[cH:31][cH:32]1.[CH2:33]1[CH2:34][O:35][CH2:36][CH2:37][NH:38]1.[OH2:39]>>[CH2:1]([CH3:2])[N:3]([CH2:4][CH3:5])[CH2:6][c:7]1[cH:8][cH:9][c:10]([C:11](=[O:12])[NH:13][c:14]2[cH:15][c:16]([NH:21][C:22](=[O:23])[c:24]3[cH:25][c:26]([N:38]4[CH2:33][CH2:34][O:35][CH2:36][CH2:37]4)[n:27][cH:28][cH:29]3)[cH:17][cH:18][c:19]2[CH3:20])[cH:31][cH:32]1. The reactants are oil, [H-].[Na+] (sodium hydride), CC1=CC(=C2C(=N1)N=C(N2)CC)C (5,7-dimethyl-2-ethylimidazo [4,5-b]pyridine), C(C1=CC=CC=C1)OC1=CC=C(CCl)C=C1 (4-benzyloxybenzyl chloride), [I-].[Na+] (sodium iodide). Solvent: CN(C)C=O (DMF). Run at time 25 minute. Product: C(C1=CC=CC=C1)OC1=CC=C(C=C1)CN1C(=NC=2C1=NC(=CC2C)C)CC (3-(4-(benzyloxy)phenyl)methyl-5,7-dimethyl-2-ethyl-3H-imidazo [4,5-b]pyridine). Yield: 78.6%. RXN SMILES: [H-].[Na+].[CH3:3][C:4]1[N:9]=[C:8]2[N:10]=[C:11]([CH2:13][CH3:14])[NH:12][C:7]2=[C:6]([CH3:15])[CH:5]=1.[CH2:16]([O:23][C:24]1[CH:31]=[CH:30][C:27]([CH2:28]Cl)=[CH:26][CH:25]=1)[C:17]1[CH:22]=[CH:21][CH:20]=[CH:19][CH:18]=1.[I-].[Na+]>CN(C=O)C>[CH2:16]([O:23][C:24]1[CH:25]=[CH:26][C:27]([CH2:28][N:10]2[C:8]3=[N:9][C:4]([CH3:3])=[CH:5][C:6]([CH3:15])=[C:7]3[N:12]=[C:11]2[CH2:13][CH3:14])=[CH:30][CH:31]=1)[C:17]1[CH:18]=[CH:19][CH:20]=[CH:21][CH:22]=1 |f:0.1,4.5|. Procedure details: To a suspension of 0.503 g (12.5 mmol) of a 60% oil dispersion of sodium hydride in 20 mL of DMF was added 2.0 g (11.4 mmol) of the product of Step C and the mixture was stirred at room temperature. After 25 minutes, 2.92 g (12.5 mmol) of 4-benzyloxybenzyl chloride and a catalytic amount of sodium iodide were added and the reaction was stirred for an additional 4 hours. The reaction mixture was then partitioned between ethyl acetate and water. The organic layer was separated, washed with water, ... Reactants: O=C([O-])O, CI, ClC(Cl)Cl, Cn1c(-c2ccccc2Cl)nnc1C(C)(C)NC(=O)c1ccccc1, [H-], [Na+], [Na+], CN(C)C=O. Product: CN(C(=O)c1ccccc1)C(C)(C)c1nnc(-c2ccccc2Cl)n1C. Reaction SMILES: [C:30](=[O:31])([O-:32])[OH:33].[CH3:28][I:29].[CH:35]([Cl:36])([Cl:37])[Cl:38].[Cl:3][c:4]1[c:5](-[c:10]2[n:11]([CH3:27])[c:12]([C:15]([CH3:16])([CH3:17])[NH:18][C:19]([c:20]3[cH:21][cH:22][cH:23][cH:24][cH:25]3)=[O:26])[n:13][n:14]2)[cH:6][cH:7][cH:8][cH:9]1.[H-:1].[Na+:2].[Na+:34].[O:39]=[CH:40][N:41]([CH3:42])[CH3:43]>>[Cl:3][c:4]1[c:5](-[c:10]2[n:11]([CH3:27])[c:12]([C:15]([CH3:16])([CH3:17])[N:18]([C:19]([c:20]3[cH:21][cH:22][cH:23][cH:24][cH:25]3)=[O:26])[CH3:30])[n:13][n:14]2)[cH:6][cH:7][cH:8][cH:9]1. The reactants are O=C(NC1Cc2cccnc2C(O)C1)OCc1ccccc1, ClCCl, CCOC(C)=O. The product is O=C(NC1CC(=O)c2ncccc2C1)OCc1ccccc1. RXN SMILES: [CH2:1]([c:2]1[cH:3][cH:4][cH:5][cH:6][cH:7]1)[O:8][C:9](=[O:10])[NH:11][CH:12]1[CH2:13][c:14]2[cH:15][cH:16][cH:17][n:18][c:19]2[CH:20]([OH:22])[CH2:21]1.[CH2:23]([Cl:24])[Cl:25].[CH3:26][CH2:27][O:28][C:29](=[O:30])[CH3:31]>>[CH2:1]([c:2]1[cH:3][cH:4][cH:5][cH:6][cH:7]1)[O:8][C:9](=[O:10])[NH:11][CH:12]1[CH2:13][c:14]2[cH:15][cH:16][cH:17][n:18][c:19]2[C:20](=[O:22])[CH2:21]1. Starting materials: CN(C)C=O, CC(C)C(=O)Nc1ccn(C)c1, CI, O. The product is CC(C)C(=O)N(C)c1ccn(C)c1. Reaction SMILES: [CH3:16][N:17]([CH3:18])[CH:19]=[O:20].[CH3:1][CH:2]([C:3](=[O:4])[NH:5][c:6]1[cH:7][n:8]([CH3:11])[cH:9][cH:10]1)[CH3:12].[I:13][CH3:14].[OH2:15]>>[CH3:1][CH:2]([C:3](=[O:4])[N:5]([c:6]1[cH:7][n:8]([CH3:11])[cH:9][cH:10]1)[CH3:14])[CH3:12]. Starting materials: CC(=O)Nc1cccc(F)c1, O=[N+]([O-])O, O=S(=O)(O)O. Yields the product CC(=O)Nc1cc(F)ccc1[N+](=O)[O-]. Reaction SMILES: [CH3:1][C:2](=[O:3])[NH:4][c:5]1[cH:6][c:7]([F:11])[cH:8][cH:9][cH:10]1.[OH:12][N+:13]([O-:14])=[O:15].[S:16](=[O:17])(=[O:18])([OH:19])[OH:20]>>[CH3:1][C:2](=[O:3])[NH:4][c:5]1[cH:6][c:7]([F:11])[cH:8][cH:9][c:10]1[N+:13](=[O:12])[O-:14]. Reported procedure: The title compound was prepared from methyl 4-(2-oxo-1-oxa-3,8-diazaspiro[4.5]dec-3-yl)benzoate hydrochloride salt (60 mg, 0.185 mmol; Example 1, Step 2) and 3-bromo-4-chlorobenzaldehyde (48.6 mg, 0.222 mmol) following essentially the same procedure described in Step 1 of Example 7-6. The title compound was obtained as a yellow oil (91 mg) that was used without any further purification. RXN SMILES: Cl.[O:2]=[C:3]1[N:7]([C:8]2[CH:17]=[CH:16][C:11]([C:12]([O:14][CH3:15])=[O:13])=[CH:10][CH:9]=2)[CH2:6][C:5]2([CH2:22][CH2:21][NH:20][CH2:19][CH2:18]2)[O:4]1.[Br:23][C:24]1[CH:25]=[C:26]([CH:29]=[CH:30][C:31]=1[Cl:32])[CH:27]=O>>[Br:23][C:24]1[CH:25]=[C:26]([CH:29]=[CH:30][C:31]=1[Cl:32])[CH2:27][N:20]1[CH2:21][CH2:22][C:5]2([O:4][C:3](=[O:2])[N:7]([C:8]3[CH:17]=[CH:16][C:11]([C:12]([O:14][CH3:15])=[O:13])=[CH:10][CH:9]=3)[CH2:6]2)[CH2:18][CH2:19]1 |f:0.1|. Starting materials: Cl.O=C1OC2(CN1C1=CC=C(C(=O)OC)C=C1)CCNCC2 (methyl 4-(2-oxo-1-oxa-3,8-diazaspiro[4.5]dec-3-yl)benzoate hydrochloride salt), BrC=1C=C(C=O)C=CC1Cl (3-bromo-4-chlorobenzaldehyde). Yields the product BrC=1C=C(CN2CCC3(CN(C(O3)=O)C3=CC=C(C(=O)OC)C=C3)CC2)C=CC1Cl (methyl 4-[8-(3-bromo-4-chlorobenzyl)-2-oxo-1-oxa-3,8-diazaspiro[4.5]dec-3-yl]benzoate), oil. The reactants are CC(C)([O-])C.[K+] (potassium tert-butoxide), O (water), ice water, N(=O)OCCCC (n-butyl nitrite), C1(=CC=CC=C1)N(C(C1=C(C(=C(C=C1)S(=O)(=O)C)C)C)=O)C1=CC=CC=C1 (N,N-diphenyl-2,3-dimethyl-4-methylsulfonyl-benzamide). The solvent is CN(C=O)C (dimethylformamide), C(C)(=O)O (acetic acid), CN(C=O)C (dimethylformamide). Yields the product C1(=CC=CC=C1)N(C(C1=C(C(=C(C=C1)S(=O)(=O)C)NO)C)=O)C1=CC=CC=C1 (N,N-diphenyl-3-hydroxyamino-2-methyl-4-methylsulfonyl-benzamide). RXN SMILES: [N:1](OCCCC)=[O:2].[C:8]1([N:14]([C:29]2[CH:34]=[CH:33][CH:32]=[CH:31][CH:30]=2)[C:15](=[O:28])[C:16]2[CH:21]=[CH:20][C:19]([S:22]([CH3:25])(=[O:24])=[O:23])=[C:18](C)[C:17]=2[CH3:27])[CH:13]=[CH:12][CH:11]=[CH:10][CH:9]=1.CC(C)([O-])C.[K+].O>CN(C)C=O.C(O)(=O)C>[C:8]1([N:14]([C:29]2[CH:34]=[CH:33][CH:32]=[CH:31][CH:30]=2)[C:15](=[O:28])[C:16]2[CH:21]=[CH:20][C:19]([S:22]([CH3:25])(=[O:24])=[O:23])=[C:18]([NH:1][OH:2])[C:17]=2[CH3:27])[CH:13]=[CH:12][CH:11]=[CH:10][CH:9]=1 |f:2.3|. Reported procedure: A solution of 0.7 g (6.9 mmol) of n-butyl nitrite (97%) and 2 g (5.3 mmol) of N,N-diphenyl-2,3-dimethyl-4-methylsulfonyl-benzamide in 30 ml of dimethylformamide is cooled to from −55 to −60° C., and a solution of 1.4 g (12 mmol) of potassium tert-butoxide in 10 ml of dimethylformamide is added dropwise at this temperature, over a period of 20 minutes. The reaction is monitored by HPLC. For work-up, initially 10 ml of water are added, and the mixture is then adjusted to pH 5-6 using glacial aceti...